This data is from the Open Reaction Database (ORD), a public repository of structured organic reaction records. The task is: describe an organic reaction: reactants, conditions, products, and yield The reactants are NC1=NC=CC=C1C1=NC=2C(=NC(=CC2)Cl)N1C1=CC=C(C=C1)C1(CCC1)NC(OC(C)(C)C)=O (tert-butyl (1-{4-[2-(2-aminopyridin-3-yl)-5-chloro-3H-imidazo[4,5-b]pyridin-3-yl]phenyl}cyclobutyl)carbamate), C(C1=CC=CC=C1)OC[C@H]1CN(CCO1)C1=CC(=CC=C1)B1OC(C(O1)(C)C)(C)C ((2R)-2-[(benzyloxy)methyl]-4-[3-(4,4,5,5-tetramethyl-1,3,2-dioxaborolan-2-yl)phenyl]morpholine), [OH-].[Na+] (NaOH). Reagents/catalysts: CC(C)(C)P(C1=CC=C(C=C1)N(C)C)C(C)(C)C.CC(C)(C)P(C1=CC=C(C=C1)N(C)C)C(C)(C)C.Cl[Pd]Cl (bis(di-tert-butyl(4-dimethylaminophenyl)phosphine)dichloropalladium(II)). The solvent is COCCOC (DME), C(Cl)Cl (DCM). Run at temperature 160 celsius. Product: NC1=NC=CC=C1C1=NC=2C(=NC(=CC2)C2=CC(=CC=C2)N2C[C@@H](OCC2)COCC2=CC=CC=C2)N1C1=CC=C(C=C1)C1(CCC1)NC(OC(C)(C)C)=O (tert-Butyl (1-{4-[2-(2-aminopyridin-3-yl)-5-(3-{(2R)-2-[(benzyloxy)methyl]morpholin-4-yl}phenyl)-3H-imidazo[4,5-b]pyridin-3-yl]phenyl}cyclobutyl)carbamate). Isolated yield 42.3%. Reaction SMILES: [NH2:1][C:2]1[C:7]([C:8]2[N:17]([C:18]3[CH:23]=[CH:22][C:21]([C:24]4([NH:28][C:29](=[O:35])[O:30][C:31]([CH3:34])([CH3:33])[CH3:32])[CH2:27][CH2:26][CH2:25]4)=[CH:20][CH:19]=3)[C:11]3=[N:12][C:13](Cl)=[CH:14][CH:15]=[C:10]3[N:9]=2)=[CH:6][CH:5]=[CH:4][N:3]=1.[CH2:36]([O:43][CH2:44][C@@H:45]1[O:50][CH2:49][CH2:48][N:47]([C:51]2[CH:56]=[CH:55][CH:54]=[C:53](B3OC(C)(C)C(C)(C)O3)[CH:52]=2)[CH2:46]1)[C:37]1[CH:42]=[CH:41][CH:40]=[CH:39][CH:38]=1.[OH-].[Na+]>COCCOC.C(Cl)Cl.CC(P(C(C)(C)C)C1C=CC(N(C)C)=CC=1)(C)C.CC(P(C(C)(C)C)C1C=CC(N(C)C)=CC=1)(C)C.Cl[Pd]Cl>[NH2:1][C:2]1[C:7]([C:8]2[N:17]([C:18]3[CH:23]=[CH:22][C:21]([C:24]4([NH:28][C:29](=[O:35])[O:30][C:31]([CH3:34])([CH3:33])[CH3:32])[CH2:27][CH2:26][CH2:25]4)=[CH:20][CH:19]=3)[C:11]3=[N:12][C:13]([C:55]4[CH:54]=[CH:53][CH:52]=[C:51]([N:47]5[CH2:48][CH2:49][O:50][C@@H:45]([CH2:44][O:43][CH2:36][C:37]6[CH:42]=[CH:41][CH:40]=[CH:39][CH:38]=6)[CH2:46]5)[CH:56]=4)=[CH:14][CH:15]=[C:10]3[N:9]=2)=[CH:6][CH:5]=[CH:4][N:3]=1 |f:2.3,6.7.8|. Procedure: A mixture of tert-butyl (1-{4-[2-(2-aminopyridin-3-yl)-5-chloro-3H-imidazo[4,5-b]pyridin-3-yl]phenyl}cyclobutyl)carbamate (50.0 mg, 0.101 mmol), (2R)-2-[(benzyloxy)methyl]-4-[3-(4,4,5,5-tetramethyl-1,3,2-dioxaborolan-2-yl)phenyl]morpholine (83.4 mg, 0.204 mmol), bis(di-tert-butyl(4-dimethylaminophenyl)phosphine)dichloropalladium(II) (7.21 mg, 0.0102 mmol), and 2M NaOH aq. (0.150 mL, 0.310) in DME (2 mL) was heated at 160° C. for 2 hours under microwave irradiation. After cooling to room temperat... Reactants: CC(C)(C)OC(=O)Nc1ccccc1CBr, O=C([O-])[O-], CC1(C)NC(=O)N(c2ccc(C#N)c(C(F)(F)F)c2)C1=O, CC#N, [Cs+], [Cs+], O. Yields the product CC(C)(C)OC(=O)Nc1ccccc1CN1C(=O)N(c2ccc(C#N)c(C(F)(F)F)c2)C(=O)C1(C)C. As a reaction SMILES: [Br:22][CH2:23][c:24]1[c:25]([NH:30][C:31]([O:32][C:33]([CH3:34])([CH3:35])[CH3:36])=[O:37])[cH:26][cH:27][cH:28][cH:29]1.[C:38](=[O:39])([O-:40])[O-:41].[CH3:1][C:2]1([CH3:21])[NH:3][C:4](=[O:20])[N:5]([c:8]2[cH:9][c:10]([C:16]([F:17])([F:18])[F:19])[c:11]([C:12]#[N:13])[cH:14][cH:15]2)[C:6]1=[O:7].[CH3:45][C:46]#[N:47].[Cs+:42].[Cs+:43].[OH2:44]>>[CH3:1][C:2]1([CH3:21])[N:3]([CH2:23][c:24]2[c:25]([NH:30][C:31]([O:32][C:33]([CH3:34])([CH3:35])[CH3:36])=[O:37])[cH:26][cH:27][cH:28][cH:29]2)[C:4](=[O:20])[N:5]([c:8]2[cH:9][c:10]([C:16]([F:17])([F:18])[F:19])[c:11]([C:12]#[N:13])[cH:14][cH:15]2)[C:6]1=[O:7]. Reactants: CN(C)C=O, CCOC(=O)c1nnc2ccc(Cl)nn12, NCCCN1CCC(OC(c2ccccc2)c2ccccc2)CC1. The product is CCOC(=O)c1nnc2ccc(NCCCN3CCC(OC(c4ccccc4)c4ccccc4)CC3)nn12. RXN SMILES: [CH3:40][N:41]([CH3:42])[CH:43]=[O:44].[Cl:25][c:26]1[cH:27][cH:28][c:29]2[n:30]([n:31]1)[c:32]([C:35](=[O:36])[O:37][CH2:38][CH3:39])[n:33][n:34]2.[c:1]1([CH:7]([O:8][CH:9]2[CH2:10][CH2:11][N:12]([CH2:15][CH2:16][CH2:17][NH2:18])[CH2:13][CH2:14]2)[c:19]2[cH:20][cH:21][cH:22][cH:23][cH:24]2)[cH:2][cH:3][cH:4][cH:5][cH:6]1>>[c:1]1([CH:7]([O:8][CH:9]2[CH2:10][CH2:11][N:12]([CH2:15][CH2:16][CH2:17][NH:18][c:26]3[cH:27][cH:28][c:29]4[n:30]([n:31]3)[c:32]([C:35](=[O:36])[O:37][CH2:38][CH3:39])[n:33][n:34]4)[CH2:13][CH2:14]2)[c:19]2[cH:20][cH:21][cH:22][cH:23][cH:24]2)[cH:2][cH:3][cH:4][cH:5][cH:6]1. Starting materials: C(C1=CC=CC=C1)N (benzylamine). Solvent: C(C)O (ethanol). The product is C(C1=CC=CC=C1)NC=CC#N (3-benzylaminoacrylonitrile). Yield: 72.1%. Reaction SMILES: [CH2:1]([NH2:8])[C:2]1[CH:7]=[CH:6][CH:5]=[CH:4][CH:3]=1>C(O)C>[CH2:1]([NH:8][CH:3]=[CH:2][C:1]#[N:8])[C:2]1[CH:7]=[CH:6][CH:5]=[CH:4][CH:3]=1. Reported procedure: 9.7 g (0.1 mol) of 3-EAN and 21.4 g (0.2 mol) of benzylamine are refluxed for 4 h with removal of ethanol by distillation. Subsequent vacuum distillation yields 11.4 g of 3-benzylaminoacrylonitrile (72% with respect to 3-EAN). Starting materials: CC=1C=C(C(=O)N[C@@H](CCC(=O)OCC)C(=O)OCC)C=CC1[N+](=O)[O-] (diethyl N-(3-methyl-4-nitrobenzoyl)-(L)-glutamate), ( 100 ), CO (MeOH), 337. Reagents/catalysts: [Pd] (palladium on carbon). Run in C(C)O (ethanol). Run at time 2 hour. Product: NC1=C(C=C(C(=O)N[C@@H](CCC(=O)OCC)C(=O)OCC)C=C1)C (Diethyl N-(4-amino-3-methylbenzoyl)-(L)-glutamate). As a reaction SMILES: [CH3:1][C:2]1[CH:3]=[C:4]([CH:21]=[CH:22][C:23]=1[N+:24]([O-])=O)[C:5]([NH:7][C@H:8]([C:16]([O:18][CH2:19][CH3:20])=[O:17])[CH2:9][CH2:10][C:11]([O:13][CH2:14][CH3:15])=[O:12])=[O:6].CO>C(O)C.[Pd]>[NH2:24][C:23]1[CH:22]=[CH:21][C:4]([C:5]([NH:7][C@H:8]([C:16]([O:18][CH2:19][CH3:20])=[O:17])[CH2:9][CH2:10][C:11]([O:13][CH2:14][CH3:15])=[O:12])=[O:6])=[CH:3][C:2]=1[CH3:1]. Reported procedure: A solution of diethyl N-(3-methyl-4-nitrobenzoyl)-(L)-glutamate (Cosulich, D. B. et al., J. Am. Chem. Soc., 1953, 75, 4675) (11.0 g, 30.0 mmoles) in 95% ethanol (250 mL) was mixed with 10% palladium on carbon (0.8 g) and placed on a Parr apparatus. The mixture was shaken under hydrogen atmosphere for 2 hours. The reaction mixture was filtered, spin evaporated, and dried to give a beige solid; yield, 10.1 g (100%); mp 79°-82° C.; 1H-NMR (DMSO-d6) δ 1.15 and 1.16 (2t overlapped, 6H), 2.00 (m, 2H),... Starting materials: ClCCl, ClC(Cl)Cl, Cl, CC(=O)C1=CCC2C3CCC4CC5OC5CC4(C)C3CCC12C, O. Product: CC(=O)C1=CCC2C3CCC4CC(O)C(Cl)CC4(C)C3CCC12C. Reaction SMILES: [CH2:30]([Cl:31])[Cl:32].[CH:26]([Cl:27])([Cl:28])[Cl:29].[ClH:24].[O:1]1[CH:2]2[CH:3]1[CH2:4][CH:5]1[CH2:6][CH2:7][CH:8]3[CH:9]4[CH2:10][CH:11]=[C:12]([C:13]([CH3:14])=[O:15])[C:16]4([CH3:23])[CH2:17][CH2:18][CH:19]3[C:20]1([CH3:22])[CH2:21]2.[OH2:25]>>[OH:1][CH:3]1[CH:2]([Cl:27])[CH2:21][C:20]2([CH3:22])[CH:5]([CH2:4]1)[CH2:6][CH2:7][CH:8]1[CH:9]3[CH2:10][CH:11]=[C:12]([C:13]([CH3:14])=[O:15])[C:16]3([CH3:23])[CH2:17][CH2:18][CH:19]12. Starting materials: aqueous solution, [OH-].[Na+] (sodium hydroxide), C(=O)(OC(C)(C)C)C1=CC(=C(C2=CC=CC=C12)C(=O)OC)CN (methyl 4-Boc-aminomethyl-1-naphthalene carboxylate). Run in CO (methanol), C1CCOC1 (THF). Reaction conditions: time 5 hour. Product: C(=O)(OC(C)(C)C)C1=CC(=C(C2=CC=CC=C12)C(=O)O)CN (4-Boc-aminomethyl-1-naphthalene carboxylic acid). Yield: 91.7%. As a reaction SMILES: [C:1]([C:8]1[C:17]2[C:12](=[CH:13][CH:14]=[CH:15][CH:16]=2)[C:11]([C:18]([O:20]C)=[O:19])=[C:10]([CH2:22][NH2:23])[CH:9]=1)([O:3][C:4]([CH3:7])([CH3:6])[CH3:5])=[O:2].[OH-].[Na+]>C1COCC1.CO>[C:1]([C:8]1[C:17]2[C:12](=[CH:13][CH:14]=[CH:15][CH:16]=2)[C:11]([C:18]([OH:20])=[O:19])=[C:10]([CH2:22][NH2:23])[CH:9]=1)([O:3][C:4]([CH3:7])([CH3:6])[CH3:5])=[O:2] |f:1.2|. Reported procedure: The compound obtained in Example 25-1 (266.6 mg) was dissolved in THF (2.7 ml) and methanol (2.7 ml). After the addition of 1 mol/l aqueous solution of sodium hydroxide (2.7 ml), the mixture was stirred for 5 hours at room temperature. After the reaction, the solvent was removed by distillation. The residue was dissolved in distilled water and 1 mol/l aqueous solution of hydrochloric acid was added to produce a precipitate. The precipitate was collected by filtration and dried to obtain the titl... Reactants: COP(OC)OC (trimethylphosphite), ClC(=O)OC1C2CC3CC(CC1C3)C2 (2-adamantyl chloroformate). Yields the product C12C(C3CC(CC(C1)C3)C2)OC(=O)P(OC)(OC)=O (Dimethyl 2-adamantoxycarbonylphosphonate). Reaction SMILES: C[O:2][P:3]([O:6][CH3:7])[O:4][CH3:5].Cl[C:9]([O:11][CH:12]1[CH:19]2[CH2:20][CH:15]3[CH2:16][CH:17]([CH2:21][CH:13]1[CH2:14]3)[CH2:18]2)=[O:10]>>[CH:19]12[CH2:20][CH:15]3[CH2:16][CH:17]([CH2:21][CH:13]([CH2:14]3)[CH:12]1[O:11][C:9]([P:3](=[O:2])([O:6][CH3:7])[O:4][CH3:5])=[O:10])[CH2:18]2. Reported procedure: From 1.5 g (12 mmole) of trimethylphosphite and 2.0 g (9.3 mmole) of 2-adamantyl chloroformate: (100°-110° C., 2 hrs). Yield 1.0 g (37%). Bp0.3 160° C.